This data is from the Open Reaction Database (ORD), a public repository of structured organic reaction records. The task is: describe an organic reaction: reactants, conditions, products, and yield Reactants: O=C([O-])[O-], CN(C)C=O, CI, [K+], [K+], O, Cn1c(=O)nc(S)c2c(=O)n(-c3ccccc3)c(=O)n(-c3ccccc3)c21. The product is CSc1nc(=O)n(C)c2c1c(=O)n(-c1ccccc1)c(=O)n2-c1ccccc1. Reaction SMILES: [C:33](=[O:34])([O-:35])[O-:36].[CH3:28][N:29]([CH3:30])[CH:31]=[O:32].[CH3:39][I:40].[K+:37].[K+:38].[OH2:41].[SH:1][c:2]1[c:3]2[c:4]([n:5]([CH3:9])[c:6](=[O:8])[n:7]1)[n:10](-[c:22]1[cH:23][cH:24][cH:25][cH:26][cH:27]1)[c:11](=[O:21])[n:12](-[c:15]1[cH:16][cH:17][cH:18][cH:19][cH:20]1)[c:13]2=[O:14]>>[S:1]([c:2]1[c:3]2[c:4]([n:5]([CH3:9])[c:6](=[O:8])[n:7]1)[n:10](-[c:22]1[cH:23][cH:24][cH:25][cH:26][cH:27]1)[c:11](=[O:21])[n:12](-[c:15]1[cH:16][cH:17][cH:18][cH:19][cH:20]1)[c:13]2=[O:14])[CH3:28]. Starting materials: ClCCC1N(CCC1)C (2-(2-Chloroethyl)-1-methylpyrrolidine), C1(=CC=CC=C1)S (thiophenol), C([O-])([O-])=O.[K+].[K+] (potassium carbonate). Solvent: CN(C)C=O (DMF). Yields the product C1(=CC=CC=C1)SCCC1N(CCC1)C (2-(2-Phenylthioethyl)-1-methylpyrrolidine). Yield: 10012.5%. Reaction SMILES: Cl[CH2:2][CH2:3][CH:4]1[CH2:8][CH2:7][CH2:6][N:5]1[CH3:9].[C:10]1([SH:16])[CH:15]=[CH:14][CH:13]=[CH:12][CH:11]=1.C(=O)([O-])[O-].[K+].[K+]>CN(C=O)C>[C:10]1([S:16][CH2:2][CH2:3][CH:4]2[CH2:8][CH2:7][CH2:6][N:5]2[CH3:9])[CH:15]=[CH:14][CH:13]=[CH:12][CH:11]=1 |f:2.3.4|. Reported procedure: 2-(2-Chloroethyl)-1-methylpyrrolidine (1.30 g, 0.08 mmole), thiophenol (1.00 g, 9.08 mmole), potassium carbonate (12.56 g, 90.8 mmole) and DMF (18 mL) were combined, yielding 1.77 g (8.01 mmole, 89%) of the desired compound. Reactants: CC=1NC(=C(C(C1C(=O)OC)C1=CC(=CC=C1)C(F)(F)F)C(=O)OCCCCCCN1C(C=2C(C1=O)=CC=CC2)=O)C (methyl 6-phthalimidohexyl 2,6-dimethyl-4-(m-trifluoromethylphenyl)-1,4-dihydropyridine-3,5-dicarboxylate), O.NN (hydrazine monohydrate). The solvent is C(C)O (ethanol). Yields the product CC=1NC(=C(C(C1C(=O)OCCCCCCN)C1=CC(=CC=C1)C(F)(F)F)C(=O)OC)C (6-aminohexyl methyl 2,6-dimethyl-4-(m-trifluoromethylphenyl)-1,4-dihydropyridine-3,5-dicarboxylate). The yield is 29.9%. As a reaction SMILES: [CH3:1][C:2]1[NH:3][C:4]([CH3:42])=[C:5]([C:22]([O:24][CH2:25][CH2:26][CH2:27][CH2:28][CH2:29][CH2:30][N:31]2C(=O)C3=CC=CC=C3C2=O)=[O:23])[CH:6]([C:12]2[CH:17]=[CH:16][CH:15]=[C:14]([C:18]([F:21])([F:20])[F:19])[CH:13]=2)[C:7]=1[C:8]([O:10][CH3:11])=[O:9].O.NN>C(O)C>[CH3:42][C:4]1[NH:3][C:2]([CH3:1])=[C:7]([C:8]([O:10][CH3:11])=[O:9])[CH:6]([C:12]2[CH:17]=[CH:16][CH:15]=[C:14]([C:18]([F:21])([F:19])[F:20])[CH:13]=2)[C:5]=1[C:22]([O:24][CH2:25][CH2:26][CH2:27][CH2:28][CH2:29][CH2:30][NH2:31])=[O:23] |f:1.2|. Procedure details: A solution of 11.2 g of methyl 6-phthalimidohexyl 2,6-dimethyl-4-(m-trifluoromethylphenyl)-1,4-dihydropyridine-3,5-dicarboxylate and 10.1 g of hydrazine monohydrate in 330 ml of 95% ethanol (containing water of 5%) was refluxed for 4 hours under heating. After cooling the reaction solution, the solution was concentrated under reduced pressure. The residue was extracted with chloroform, and the extract was washed with water, dried over anhydrous magnesium sulfate, and concentrated. Crude crystal ... The reactants are N1C=C(C2=CC=CC=C12)C[C@@H](C=1OC(NN1)=O)NC(OCC1=CC=CC=C1)=O ((S)-benzyl 2-(1H-indol-3-yl)-1-(5-oxo-4,5-dihydro-1,3,4-oxadiazol-2-yl)ethyl-carbamate). Reagents/catalysts: [Pd] (palladium on activated carbon), [Pd] (palladium on activated carbon). Solvent: O1CCCC1 (tetrahydrofuran). Run at time 24 hour. Product: N[C@@H](CC1=CNC2=CC=CC=C12)C1=NNC(O1)=O ((S)-5-(1-amino-2-(1H-indol-3-yl)ethyl)-1,3,4-oxadiazol-2(3H)-one). RXN SMILES: [NH:1]1[C:9]2[C:4](=[CH:5][CH:6]=[CH:7][CH:8]=2)[C:3]([CH2:10][C@H:11]([NH:18]C(=O)OCC2C=CC=CC=2)[C:12]2[O:13][C:14](=[O:17])[NH:15][N:16]=2)=[CH:2]1>O1CCCC1.[Pd]>[NH2:18][C@H:11]([C:12]1[O:13][C:14](=[O:17])[NH:15][N:16]=1)[CH2:10][C:3]1[C:4]2[C:9](=[CH:8][CH:7]=[CH:6][CH:5]=2)[NH:1][CH:2]=1. Reported procedure: A solution of (S)-benzyl 2-(1H-indol-3-yl)-1-(5-oxo-4,5-dihydro-1,3,4-oxadiazol-2-yl)ethyl-carbamate (1.41 g, 3.73 mmol) in anhydrous tetrahydrofuran (100 mL) was mixed with 10% palladium on activated carbon (160 mg) and hydrogenated for 24 h at room temperature and at 3 bar. A further portion of 20% palladium on activated carbon (160 mg) was added and the mixture hydrogenated for a further 24 h at 3 bar and 40° C. The catalyst was then filtered off, the filtrate concentrated to low volume in a ... Reaction SMILES: [CH2:7]([Li:8])[CH2:9][CH2:10][CH3:11].[CH3:17][c:18]1[cH:19][cH:20][cH:21][cH:22][cH:23]1.[CH:12](=[CH2:13])[C:14](=[O:15])[CH3:16].[Cl:1][CH2:2][CH2:3][CH2:4][C:5]#[CH:6]>>[Cl:1][CH2:2][CH2:3][CH2:4][C:5]#[C:6][CH2:13][CH2:12][C:14](=[O:15])[CH3:16]. Reactants: [Li]CCCC, Cc1ccccc1, C=CC(C)=O, C#CCCCCl. The product is CC(=O)CCC#CCCCCl.